Task: describe an organic reaction: reactants, conditions, products, and yield. Dataset: the Open Reaction Database (ORD), a public repository of structured organic reaction records The reactants are CCO, O=C1CCn2c(-c3ccc(Br)cc3)nc3c(Cl)ccc1c32, Cl, NO, O, c1ccncc1. The product is ON=C1CCn2c(-c3ccc(Br)cc3)nc3c(Cl)ccc1c32. As a reaction SMILES: [CH3:32][CH2:33][OH:34].[Cl:1][c:2]1[cH:3][cH:4][c:5]2[c:10]3[n:9]([c:13](-[c:14]4[cH:15][cH:16][c:17]([Br:20])[cH:18][cH:19]4)[n:12][c:11]13)[CH2:8][CH2:7][C:6]2=[O:21].[ClH:22].[NH2:23][OH:24].[OH2:31].[cH:25]1[cH:26][cH:27][n:28][cH:29][cH:30]1>>[Cl:1][c:2]1[cH:3][cH:4][c:5]2[c:10]3[n:9]([c:13](-[c:14]4[cH:15][cH:16][c:17]([Br:20])[cH:18][cH:19]4)[n:12][c:11]13)[CH2:8][CH2:7][C:6]2=[N:23][OH:24].